Dataset: the Open Reaction Database (ORD), a public repository of structured organic reaction records. Task: describe an organic reaction: reactants, conditions, products, and yield Reactants: CCCCN(CCCC)CCCC, C[n+]1ccccc1Cl, ClCCl, [I-], Nc1nccnc1C(=O)O, NCCN1CCC(Nc2nc3ccccc3n2Cc2ccc(F)cc2)CC1. Yields the product Nc1nccnc1C(=O)NCCN1CCC(Nc2nc3ccccc3n2Cc2ccc(F)cc2)CC1. As a reaction SMILES: [CH2:11]([N:12]([CH2:13][CH2:14][CH2:15][CH3:16])[CH2:17][CH2:18][CH2:19][CH3:20])[CH2:21][CH2:22][CH3:23].[Cl:25][c:26]1[cH:27][cH:28][cH:29][cH:30][n+:31]1[CH3:32].[Cl:60][CH2:61][Cl:62].[I-:24].[NH2:1][c:2]1[c:3]([C:8](=[O:9])[OH:10])[n:4][cH:5][cH:6][n:7]1.[NH2:33][CH2:34][CH2:35][N:36]1[CH2:37][CH2:38][CH:39]([NH:42][c:43]2[n:44][c:45]3[c:46]([n:47]2[CH2:48][c:49]2[cH:50][cH:51][c:52]([F:55])[cH:53][cH:54]2)[cH:56][cH:57][cH:58][cH:59]3)[CH2:40][CH2:41]1>>[NH2:1][c:2]1[c:3]([C:8](=[O:10])[NH:33][CH2:34][CH2:35][N:36]2[CH2:37][CH2:38][CH:39]([NH:42][c:43]3[n:44][c:45]4[c:46]([n:47]3[CH2:48][c:49]3[cH:50][cH:51][c:52]([F:55])[cH:53][cH:54]3)[cH:56][cH:57][cH:58][cH:59]4)[CH2:40][CH2:41]2)[n:4][cH:5][cH:6][n:7]1. Reactants: C1CNCCN1, COCCOCCOC, Clc1cc2ccccc2cn1. Yields the product c1ccc2cc(N3CCNCC3)ncc2c1. RXN SMILES: [CH2:12]1[CH2:13][NH:14][CH2:15][CH2:16][NH:17]1.[CH3:18][O:19][CH2:20][CH2:21][O:22][CH2:23][CH2:24][O:25][CH3:26].[Cl:1][c:2]1[n:3][cH:4][c:5]2[cH:6][cH:7][cH:8][cH:9][c:10]2[cH:11]1>>[c:2]1([N:14]2[CH2:13][CH2:12][NH:17][CH2:16][CH2:15]2)[n:3][cH:4][c:5]2[cH:6][cH:7][cH:8][cH:9][c:10]2[cH:11]1. Starting materials: C(CCC)[Li] (n-butyl lithium), BrN1C(CCC1=O)=O (N-bromosuccinimide), ice, C(C)(C)(C)OC(=O)N1CCN(CC1)C1=C2C=CNC2=CC=C1 (4-(1H-indol-4-yl)-piperazine-1-carboxylic acid tert-butyl ester). The solvent is O (water), C1CCCCC1 (cyclohexane), C1CCOC1 (THF), C1CCOC1 (THF). Run at temperature -70 celsius, time 5 minute. The product is C(C)(C)(C)OC(=O)N1CCN(CC1)C1=C2C(=CNC2=CC=C1)Br (4-(3-bromo-1H-indol-4-yl)-piperazine-1-carboxylic acid tert-butyl ester). As a reaction SMILES: [C:1]([O:5][C:6]([N:8]1[CH2:13][CH2:12][N:11]([C:14]2[CH:22]=[CH:21][CH:20]=[C:19]3[C:15]=2[CH:16]=[CH:17][NH:18]3)[CH2:10][CH2:9]1)=[O:7])([CH3:4])([CH3:3])[CH3:2].C([Li])CCC.[Br:28]N1C(=O)CCC1=O>C1COCC1.C1CCCCC1.O>[C:1]([O:5][C:6]([N:8]1[CH2:13][CH2:12][N:11]([C:14]2[CH:22]=[CH:21][CH:20]=[C:19]3[C:15]=2[C:16]([Br:28])=[CH:17][NH:18]3)[CH2:10][CH2:9]1)=[O:7])([CH3:4])([CH3:2])[CH3:3]. Procedure details: To an ice-cooled solution of 0.4 g (1.32 mmole) 4-(1H-indol-4-yl)-piperazine-1-carboxylic acid tert-butyl ester in 10 mL THF was added 0.83 mL (1.65 mmole) 2M n-butyl lithium in cyclohexane. The reaction mixture was stirred for 5 min and then cooled to −70° C. A solution of 0.26 g (1.44 mmole) N-bromosuccinimide in 6 mL THF was added and the mixture was stirred at 0° C. for 0.5 hr. The mixture was diluted with 10 mL water and extracted with 25 mL ether. The organic phase was washed with 5 mL wat... Starting materials: O (water), [H-].[Na+] (Sodium hydride), S1C(=CC=C1)CC(=O)O (thiolacetic acid), CC1(OCC(CO1)(CI)CC)C (2,2-dimethyl-5-ethyl-5-iodomethyl-1,3-dioxane). Solvent: CN(C=O)C (dimethylformamide). Reaction conditions: time 2 hour. Yields the product C(C)(=O)SCC1(COC(OC1)(C)C)CC (5-Acetylthiomethyl-5-ethyl-2,2-dimethyl-1,3-dioxane). RXN SMILES: [H-].[Na+].[S:3]1C=C[CH:5]=[C:4]1CC(O)=O.[CH3:12][C:13]1([CH3:23])[O:18][CH2:17][C:16]([CH2:21][CH3:22])([CH2:19]I)[CH2:15][O:14]1.[OH2:24]>CN(C)C=O>[C:4]([S:3][CH2:19][C:16]1([CH2:21][CH3:22])[CH2:17][O:18][C:13]([CH3:23])([CH3:12])[O:14][CH2:15]1)(=[O:24])[CH3:5] |f:0.1|. Procedure details: Sodium hydride (340 mg., 50% dispersion in paraffin oil) was added carefully to a stirred solution of thiolacetic acid (500 mg.) in dry dimethylformamide (100 ml.) at 20°. After 30 minutes 2,2-dimethyl-5-ethyl-5-iodomethyl-1,3-dioxane (2.0 g.) was added. The mixture was refluxed with stirring for 2 hours. The mixture was cooled and poured into water. The aqueous mixture was extracted with ether. The ethereal extracts were washed with water and dried over anhydrous magnesium sulphate. The solutio... Reactants: CO, O=C(F)c1ccc(F)c(Br)c1, c1ccncc1. Product: COC(=O)c1ccc(F)c(Br)c1. As a reaction SMILES: [CH3:12][OH:13].[F:1][c:2]1[c:3]([Br:11])[cH:4][c:5]([C:6](=[O:7])[F:8])[cH:9][cH:10]1.[cH:14]1[cH:15][cH:16][n:17][cH:18][cH:19]1>>[F:1][c:2]1[c:3]([Br:11])[cH:4][c:5]([C:6](=[O:7])[O:13][CH3:12])[cH:9][cH:10]1. The reactants are [Br-], O=C([O-])[O-], CN1CC=C(c2ccc3cc[nH]c3c2)CC1, CN1CCC(=O)CC1, ClCCl, [Cu], Fc1ccc(I)cc1, [K+], [K+]. The product is CN1CC=C(c2ccc3ccn(-c4ccc(F)cc4)c3c2)CC1. As a reaction SMILES: [Br-:23].[C:17](=[O:18])([O-:19])[O-:20].[CH3:1][N:2]1[CH2:3][CH:4]=[C:5]([c:8]2[cH:9][cH:10][c:11]3[cH:12][cH:13][nH:14][c:15]3[cH:16]2)[CH2:6][CH2:7]1.[CH3:32][N:33]1[CH2:34][CH2:35][C:36](=[O:37])[CH2:38][CH2:39]1.[Cl:40][CH2:41][Cl:42].[Cu:43].[F:24][c:25]1[cH:26][cH:27][c:28]([I:31])[cH:29][cH:30]1.[K+:21].[K+:22]>>[CH3:1][N:2]1[CH2:3][CH:4]=[C:5]([c:8]2[cH:9][cH:10][c:11]3[cH:12][cH:13][n:14](-[c:28]4[cH:27][cH:26][c:25]([F:24])[cH:30][cH:29]4)[c:15]3[cH:16]2)[CH2:6][CH2:7]1. Starting materials: C(CCC)OC(=O)Cl (chlorocarbonic acid n-butyl ester), N(N)C1=NNC2=CC(=CC=C12)Cl (3-hydrazino-6-chloro-indazole), ice water. Solvent: N1=CC=CC=C1 (pyridine). Run at time 3 hour. Product: C(CCC)OC(=O)NNC1=NNC2=CC(=CC=C12)Cl (3-n-Butoxycarbonylhydrazino-6-chloroindazole). Reaction SMILES: [CH2:1]([O:5][C:6](Cl)=[O:7])[CH2:2][CH2:3][CH3:4].[NH:9]([C:11]1[C:19]2[C:14](=[CH:15][C:16]([Cl:20])=[CH:17][CH:18]=2)[NH:13][N:12]=1)[NH2:10]>N1C=CC=CC=1>[CH2:1]([O:5][C:6]([NH:10][NH:9][C:11]1[C:19]2[C:14](=[CH:15][C:16]([Cl:20])=[CH:17][CH:18]=2)[NH:13][N:12]=1)=[O:7])[CH2:2][CH2:3][CH3:4]. Procedure: 0.04 mol of chlorocarbonic acid n-butyl ester is added dropwise at 0° - 5° C, while stirring, to 0.04 mol of 3-hydrazino-6-chloro-indazole in 20 ml of pyridine. The reaction mixture is stirred for 3 hours at room temperature and then poured into ice water, and the colorless crystals which have precipitated are isolated by filtration. 3-n-Butoxycarbonylhydrazino-6-chloroindazole is obtained. After recrystallisation from a mixture of ligroin and ethanol (9 : 1), the melting point is 150° - 152° C....